From a dataset of the Open Reaction Database (ORD), a public repository of structured organic reaction records. describe an organic reaction: reactants, conditions, products, and yield Starting materials: CC(C)C(=O)Cl, C1CCOC1, CCN(C(C)C)C(C)C, CC(O)c1nc2ccccc2n1-c1nc(N2CCOCC2)c2nc(CC3CNC3)n(C)c2n1. The product is CC(C)C(=O)N1CC(Cc2nc3c(N4CCOCC4)nc(-n4c(C(C)O)nc5ccccc54)nc3n2C)C1. Reaction SMILES: [C:43]([CH:44]([CH3:45])[CH3:46])(=[O:47])[Cl:48].[CH2:49]1[O:50][CH2:51][CH2:52][CH2:53]1.[CH:34]([N:35]([CH2:36][CH3:37])[CH:38]([CH3:39])[CH3:40])([CH3:41])[CH3:42].[NH:1]1[CH2:2][CH:3]([CH2:5][c:6]2[n:7]([CH3:33])[c:8]3[n:9][c:10](-[n:21]4[c:22]([CH:30]([CH3:31])[OH:32])[n:23][c:24]5[c:25]4[cH:26][cH:27][cH:28][cH:29]5)[n:11][c:12]([N:15]4[CH2:16][CH2:17][O:18][CH2:19][CH2:20]4)[c:13]3[n:14]2)[CH2:4]1>>[N:1]1([C:43]([CH:44]([CH3:45])[CH3:46])=[O:47])[CH2:2][CH:3]([CH2:5][c:6]2[n:7]([CH3:33])[c:8]3[n:9][c:10](-[n:21]4[c:22]([CH:30]([CH3:31])[OH:32])[n:23][c:24]5[c:25]4[cH:26][cH:27][cH:28][cH:29]5)[n:11][c:12]([N:15]4[CH2:16][CH2:17][O:18][CH2:19][CH2:20]4)[c:13]3[n:14]2)[CH2:4]1. Reactants: C1CCOC1, CCOC(=O)c1ccc(C#Cc2ccc3c(c2)C(N)CCC3(C)C)cc1, CO, CCOCC, CCOC(C)=O, Cl, [Li+], [OH-]. Product: CC1(C)CCC(N)c2cc(C#Cc3ccc(C(=O)O)cc3)ccc21. RXN SMILES: [CH2:30]1[O:31][CH2:32][CH2:33][CH2:34]1.[CH3:1][C:2]1([CH3:26])[CH2:3][CH2:4][CH:5]([NH2:25])[c:6]2[cH:7][c:8]([C:12]#[C:13][c:14]3[cH:15][cH:16][c:17]([C:18](=[O:19])[O:20][CH2:21][CH3:22])[cH:23][cH:24]3)[cH:9][cH:10][c:11]21.[CH3:35][OH:36].[CH3:37][CH2:38][O:39][CH2:40][CH3:41].[CH3:42][CH2:43][O:44][C:45]([CH3:46])=[O:47].[ClH:29].[Li+:28].[OH-:27]>>[CH3:1][C:2]1([CH3:26])[CH2:3][CH2:4][CH:5]([NH2:25])[c:6]2[cH:7][c:8]([C:12]#[C:13][c:14]3[cH:15][cH:16][c:17]([C:18](=[O:19])[OH:20])[cH:23][cH:24]3)[cH:9][cH:10][c:11]21. The product is N1N=CC2=CC=C(C=C12)C(C)=O (1-(1H-indazol-6-yl)ethanone). Reaction SMILES: [NH:1]1[C:9]2[C:4](=[CH:5][CH:6]=[C:7]([CH:10]([OH:12])[CH3:11])[CH:8]=2)[CH:3]=[N:2]1.C1C=C[NH+]=CC=1.C1C=C[NH+]=CC=1.[O-][Cr](O[Cr]([O-])(=O)=O)(=O)=O>CC(C)=O>[NH:1]1[C:9]2[C:4](=[CH:5][CH:6]=[C:7]([C:10](=[O:12])[CH3:11])[CH:8]=2)[CH:3]=[N:2]1 |f:1.2.3|. Reactants: N1N=CC2=CC=C(C=C12)C(C)O (1-(1H-indazol-6-yl)ethanol), C1=CC=[NH+]C=C1.C1=CC=[NH+]C=C1.[O-][Cr](=O)(=O)O[Cr](=O)(=O)[O-] (PDC). Conditions: time 8 hour. Reported procedure: To a solution of 1-(1H-indazol-6-yl)ethanol (100 mg, 0.6 mmol) in acetone (50 mL) was added PDC (1.11 g, 3 mmol). The mixture was stirred overnight at rt. The mixture was filtered through silica gel and purified by silica gel chromatography (4:1 EtOAc/Hex) to give the title compound as a brown solid (70 mg, 72%). 1H NMR (400 MHz, CDCl3) δ 8.45 (s, 1H), 8.23 (s, 1H), 8.09-8.08 (m, 1H), 7.56-7.54 (m, 1H), 2.72 (s, 3H). The solvent is CC(=O)C (acetone). Yield: 72.8%.